This data is from the Open Reaction Database (ORD), a public repository of structured organic reaction records. The task is: describe an organic reaction: reactants, conditions, products, and yield Starting materials: C(C)(C)(C)[C@@H]1CC[C@H](CC1)OC=1C=C2C=CC(=CC2=CC1)C(C)N1CCC(CC1)C(=O)OCC (Ethyl 1-(1-(6-((trans-4-(tert-butyl)cyclohexyl)oxy)naphthalen-2-yl)ethyl)piperidine-4-carboxylate), [OH-].[Na+] (sodium hydroxide). The solvent is CCO (EtOH), O (water). Conditions: temperature 85 celsius, time 2 hour. Product: C(C)(C)(C)[C@@H]1CC[C@H](CC1)OC=1C=C2C=CC(=CC2=CC1)C(C)N1CCC(CC1)C(=O)O (1-(1-(6-((trans-4-(tert-butyl)cyclohexyl)oxy)naphthalen-2-yl)ethyl)piperidine-4-carboxylic acid). Yield: 51.9%. RXN SMILES: [C:1]([C@H:5]1[CH2:10][CH2:9][C@H:8]([O:11][C:12]2[CH:13]=[C:14]3[C:19](=[CH:20][CH:21]=2)[CH:18]=[C:17]([CH:22]([N:24]2[CH2:29][CH2:28][CH:27]([C:30]([O:32]CC)=[O:31])[CH2:26][CH2:25]2)[CH3:23])[CH:16]=[CH:15]3)[CH2:7][CH2:6]1)([CH3:4])([CH3:3])[CH3:2].[OH-].[Na+]>CCO.O>[C:1]([C@H:5]1[CH2:10][CH2:9][C@H:8]([O:11][C:12]2[CH:13]=[C:14]3[C:19](=[CH:20][CH:21]=2)[CH:18]=[C:17]([CH:22]([N:24]2[CH2:25][CH2:26][CH:27]([C:30]([OH:32])=[O:31])[CH2:28][CH2:29]2)[CH3:23])[CH:16]=[CH:15]3)[CH2:7][CH2:6]1)([CH3:2])([CH3:3])[CH3:4] |f:1.2|. Procedure: Ethyl 1-(1-(6-((trans-4-(tert-butyl)cyclohexyl)oxy)naphthalen-2-yl)ethyl)piperidine-4-carboxylate (100 mg, 0.22 mmol) was dissolved in EtOH (5 mL). Then sodium hydroxide (44 mg, 1.1 mmol, 5.0 eq) in water (0.5 mL) was added. The mixture was stirred at 85° C. for 2 h. Solvent was removed and the residue was dissolved in H2O (3 mL). 1M aqueous HCl was added to adjust pH=7. The mixture was filtrated to give 1-(1-(6-((trans-4-(tert-butyl)cyclohexyl)oxy)naphthalen-2-yl)ethyl)piperidine-4-carboxylic a...